Dataset: the Open Reaction Database (ORD), a public repository of structured organic reaction records. Task: describe an organic reaction: reactants, conditions, products, and yield Starting materials: C(C)(C)(C)OC(N(C)CCC1=NC2=C(N1)C(=CC=C2)OC)=O ([2-(7-methoxy-1H-benzoimidazol-2-yl)-ethyl]-methyl-carbamic acid tert.-butyl ester), C(=O)(C(F)(F)F)O (TFA). Solvent: C(Cl)Cl (DCM). Reaction conditions: time 8 hour. Product: COC1=CC=CC2=C1NC(=N2)CCNC ([2-(7-methoxy-1H-benzoimidazol-2-yl)-ethyl]-methyl-amine). Yield: 37.7%. As a reaction SMILES: C(O[C:6](=O)[N:7]([CH2:9][CH2:10][C:11]1[NH:15][C:14]2[C:16]([O:20][CH3:21])=[CH:17][CH:18]=[CH:19][C:13]=2[N:12]=1)C)(C)(C)C.C(O)(C(F)(F)F)=O>C(Cl)Cl>[CH3:21][O:20][C:16]1[C:14]2[NH:15][C:11]([CH2:10][CH2:9][NH:7][CH3:6])=[N:12][C:13]=2[CH:19]=[CH:18][CH:17]=1. Procedure details: A solution of 1.5 g of [2-(7-methoxy-1H-benzoimidazol-2-yl)-ethyl]-methyl-carbamic acid tert.-butyl ester in 10 mL DCM was treated with 0.39 mL of TFA and stirred overnight at rt. The reaction mixture was concentrated in vacuo, redissolved in DCM and treated with diluted NaOH. After separation of the 2 phases the water phase was lyophilized to yield 380 mg of [2-(7-methoxy-1H-benzoimidazol-2-yl)-ethyl]-methyl-amine as beige solid. Reactants: NC1=CC=C(C=C1)S (4-aminobenzenethiol), C([O-])([O-])=O.[K+].[K+] (potassium carbonate), S(=O)(=O)(C1=CC=C(C)C=C1)OC1CCN(CC1)C(=O)OC(C)(C)C (tert-Butyl 4-(tosyloxy)piperidine-1-carboxylate). Solvent: CN(C=O)C (dimethylformamide). Conditions: temperature 70 celsius, time 20 hour. The product is NC1=CC=C(C=C1)SC1CCN(CC1)C(=O)OC(C)(C)C (tert-butyl 4-(4-aminophenylthio)piperidine-1-carboxylate). As a reaction SMILES: [NH2:1][C:2]1[CH:7]=[CH:6][C:5]([SH:8])=[CH:4][CH:3]=1.C(=O)([O-])[O-].[K+].[K+].S(O[CH:26]1[CH2:31][CH2:30][N:29]([C:32]([O:34][C:35]([CH3:38])([CH3:37])[CH3:36])=[O:33])[CH2:28][CH2:27]1)(C1C=CC(C)=CC=1)(=O)=O>CN(C)C=O>[NH2:1][C:2]1[CH:7]=[CH:6][C:5]([S:8][CH:26]2[CH2:31][CH2:30][N:29]([C:32]([O:34][C:35]([CH3:38])([CH3:37])[CH3:36])=[O:33])[CH2:28][CH2:27]2)=[CH:4][CH:3]=1 |f:1.2.3|. Reported procedure: To a 100 mL round-bottomed flask was added 4-aminobenzenethiol (4.9 g, 39.1 mmol) and potassium carbonate (9.72 g, 70.3 mmol) in dimethylformamide (20 ml). tert-Butyl 4-(tosyloxy)piperidine-1-carboxylate (5 g, 14.07 mmol) was added and the reaction was stirred in a sealed flask at 70° C. for 20 hours. The mixture was cooled and filtered through a plug of silica gel with dichloromethane. The filtrate was concentrated under vacuum and chromatographed to give the title compound. The reactants are [Br-].[Li+] (Lithium bromide), C1CCOC1 (THF), ClCC1=CC2=C(N(C(C(C(N2C)=O)(C)C)=O)CC)C=C1 (7-chloromethyl-1-ethyl-3,3,5-trimethyl-1,5-dihydro-benzo[b][1,4]diazepine-2,4-dione). Run in O (Water). Reaction conditions: time 8 hour. The product is BrCC1=CC2=C(N(C(C(C(N2C)=O)(C)C)=O)CC)C=C1 (7-Bromomethyl-1-ethyl-3,3,5-trimethyl-1,5-dihydro-benzo[b][1,4]diazepine-2,4-dione). The yield is 90.7%. As a reaction SMILES: [Br-:1].[Li+].C1COCC1.Cl[CH2:9][C:10]1[CH:27]=[CH:26][C:13]2[N:14]([CH2:24][CH3:25])[C:15](=[O:23])[C:16]([CH3:22])([CH3:21])[C:17](=[O:20])[N:18]([CH3:19])[C:12]=2[CH:11]=1>O>[Br:1][CH2:9][C:10]1[CH:27]=[CH:26][C:13]2[N:14]([CH2:24][CH3:25])[C:15](=[O:23])[C:16]([CH3:22])([CH3:21])[C:17](=[O:20])[N:18]([CH3:19])[C:12]=2[CH:11]=1 |f:0.1|. Procedure details: Lithium bromide (0.678 g) was added to an THF solution (2.3 ml) of 7-chloromethyl-1-ethyl-3,3,5-trimethyl-1,5-dihydro-benzo[b][1,4]diazepine-2,4-dione (0.23 g), and the mixture was stirred at room temperature overnight. Water was added to the reaction mixture, followed by extraction using ethyl acetate. The organic layer was dried with magnesium sulfate, and was condensed under reduced pressure to give the title compound(0.24 g) as a white solid. The reactants are [BH4-], CCCc1nc(C(C)=O)c(C(=O)OCC)[nH]1, CC(C)=O, CCO, [Na+]. The product is CCCc1nc(C(C)O)c(C(=O)OCC)[nH]1. RXN SMILES: [BH4-:1].[C:3]([CH3:4])(=[O:5])[c:6]1[n:7][c:8]([CH2:16][CH2:17][CH3:18])[nH:9][c:10]1[C:11](=[O:12])[O:13][CH2:14][CH3:15].[CH3:19][C:20](=[O:21])[CH3:22].[CH3:23][CH2:24][OH:25].[Na+:2]>>[CH:3]([CH3:4])([OH:5])[c:6]1[n:7][c:8]([CH2:16][CH2:17][CH3:18])[nH:9][c:10]1[C:11](=[O:12])[O:13][CH2:14][CH3:15]. Starting materials: C(C1=CC=CC=C1)C1CCN(CC1)CCOC1=CC(=CC=C1)CC(=O)OCC (4-benzyl-1-(2-(3-(ethoxycarbonylmethyl)phenoxy)ethyl)piperidine), [NH4+].[OH-] (NH4OH). Run in CO (MeOH). Reaction conditions: time 12 hour. The product is NC(=O)CC=1C=C(OCCN2CCC(CC2)CC2=CC=CC=C2)C=CC1 (1-(2-(3-(Aminocarbonylmethyl)phenoxy)ethyl)-4-benzylpiperidine). The yield is 62.0%. Reaction SMILES: [CH2:1]([CH:8]1[CH2:13][CH2:12][N:11]([CH2:14][CH2:15][O:16][C:17]2[CH:22]=[CH:21][CH:20]=[C:19]([CH2:23][C:24]([O:26]CC)=O)[CH:18]=2)[CH2:10][CH2:9]1)[C:2]1[CH:7]=[CH:6][CH:5]=[CH:4][CH:3]=1.[NH4+:29].[OH-]>CO>[NH2:29][C:24]([CH2:23][C:19]1[CH:18]=[C:17]([CH:22]=[CH:21][CH:20]=1)[O:16][CH2:15][CH2:14][N:11]1[CH2:12][CH2:13][CH:8]([CH2:1][C:2]2[CH:7]=[CH:6][CH:5]=[CH:4][CH:3]=2)[CH2:9][CH2:10]1)=[O:26] |f:1.2|. Reported procedure: To a solution of 4-benzyl-1-(2-(3-(ethoxycarbonylmethyl)phenoxy)ethyl)piperidine (0.382 g, 1.00 mmol) in 5 mL of MeOH was added 5 mL of 30% NH4OH solution. The resulting solution was allowed to stir at rt for 12 hr. The MeOH was evaporated in vacuo and water (10 mL) was added. A colorless solid precipitated. The solid was collected by filtration and dried in vacuo giving the title product (218 mg, 62%): mp 100-101° C.; 1H NMR (CDCl3) 1.31 (m, 2 H), 1.60 (m, 1 H), 1.609 (m, 2 H), 2.04 (m, 2 H), 2... Starting materials: FC=1C(=CC=C2C(C(N(C12)C)=O)(C)C)[Si](C)(C)C (7-fluoro-1,3,3-trimethyl-6-(trimethylsilyl)indolin-2-one), ICl (iodine monochloride), S(=S)(=O)([O-])[O-].[Na+].[Na+] (sodium thiosulfate). Run in ClCCl (dichloromethane). Run at time 16 hour. Product: FC=1C(=CC=C2C(C(N(C12)C)=O)(C)C)I (7-Fluoro-6-iodo-1,3,3-trimethylindolin-2-one), crystals. As a reaction SMILES: [F:1][C:2]1[C:3]([Si](C)(C)C)=[CH:4][CH:5]=[C:6]2[C:10]=1[N:9]([CH3:11])[C:8](=[O:12])[C:7]2([CH3:14])[CH3:13].[I:19]Cl.S([O-])([O-])(=O)=S.[Na+].[Na+]>ClCCl>[F:1][C:2]1[C:3]([I:19])=[CH:4][CH:5]=[C:6]2[C:10]=1[N:9]([CH3:11])[C:8](=[O:12])[C:7]2([CH3:14])[CH3:13] |f:2.3.4|. Procedure: To a solution of 7-fluoro-1,3,3-trimethyl-6-(trimethylsilyl)indolin-2-one (9.9 g, 37.3 mmol) in dichloromethane (500 ml) at 0° C. was added iodine monochloride (37.3 ml, 37.3 mmol). The reaction mixture was warmed to room temperature and stirred for 16 hours. A saturated aqueous solution of sodium thiosulfate was added to the reaction mixture and the aqueous phase was extracted with dichloromethane. The combined organic layers were dried over sodium sulfate. The solvent was evaporated and the re... Reactants: C(=O)C=1C=C(C(=O)OC)C=CC1O (methyl 3-formyl-4-hydroxybenzoate), CC1(CCC=C1C=1C=C(C(=O)OC)C=CC1OS(=O)(=O)C(F)(F)F)C (methyl 3-(5,5-dimethylcyclopent-1-enyl)-4-(trifluoromethylsulfonyloxy)benzoate). The product is C(=O)C=1C=C(C(=O)OC)C=CC1OS(=O)(=O)C(F)(F)F (Methyl 3-formyl-4-(trifluoromethylsulfonyloxy)benzoate). Reaction SMILES: [CH:1]([C:3]1[CH:4]=[C:5]([CH:10]=[CH:11][C:12]=1[OH:13])[C:6]([O:8][CH3:9])=[O:7])=[O:2].CC1(C)C(C2C=C(C=CC=2[O:30][S:31]([C:34]([F:37])([F:36])[F:35])(=O)=[O:32])C(OC)=O)=CCC1>>[CH:1]([C:3]1[CH:4]=[C:5]([CH:10]=[CH:11][C:12]=1[O:13][S:31]([C:34]([F:37])([F:36])[F:35])(=[O:32])=[O:30])[C:6]([O:8][CH3:9])=[O:7])=[O:2]. Reported procedure: Compound 66.41B was synthesized from methyl 3-formyl-4-hydroxybenzoate 66.41A (commercially available from Aldrich) using a method analogous to the method used to prepare compound 66.6I from 66.6H. MS ESI m/e: 313.2 (M+H)+.